This data is from the Open Reaction Database (ORD), a public repository of structured organic reaction records. The task is: describe an organic reaction: reactants, conditions, products, and yield Reactants: C(C1=CC=CC=C1)N1C=NC=2N(C(NC(C12)=O)=O)CC (7-benzyl-3-ethyl-xanthine), ClCCCCP(OCC)(=O)OCC (diethyl 4-chlorobutanephosphonate). The product is C(C1=CC=CC=C1)N1C=NC=2N(C(N(C(C12)=O)CCCCP(OCC)(OCC)=O)=O)CC (Diethyl [4-(7-benzyl-3-ethylxanthin-1-yl)butyl]phosphonate). RXN SMILES: [CH2:1]([N:8]1[C:16]2[C:15](=[O:17])[NH:14][C:13](=[O:18])[N:12]([CH2:19][CH3:20])[C:11]=2[N:10]=[CH:9]1)[C:2]1[CH:7]=[CH:6][CH:5]=[CH:4][CH:3]=1.Cl[CH2:22][CH2:23][CH2:24][CH2:25][P:26]([O:31][CH2:32][CH3:33])(=[O:30])[O:27][CH2:28][CH3:29]>>[CH2:1]([N:8]1[C:16]2[C:15](=[O:17])[N:14]([CH2:22][CH2:23][CH2:24][CH2:25][P:26](=[O:30])([O:31][CH2:32][CH3:33])[O:27][CH2:28][CH3:29])[C:13](=[O:18])[N:12]([CH2:19][CH3:20])[C:11]=2[N:10]=[CH:9]1)[C:2]1[CH:7]=[CH:6][CH:5]=[CH:4][CH:3]=1. Procedure details: The title substance was prepared from 0.04 mol of 7-benzyl-3-ethyl-xanthine and 0.048 mol of diethyl 4-chlorobutanephosphonate analogously to Example 23. The product is COCCCN1C(=O)CCc2ccc(COC3CN(C(=O)OC(C)(C)C)CCC3c3ccc(OCCCOCc4ccccc4OC)cc3)cc21. The reactants are COCCCN1C(=O)CCc2ccc(CCl)cc21, COc1ccccc1COCCCOc1ccc(C2CCN(C(=O)OC(C)(C)C)CC2O)cc1. As a reaction SMILES: [Cl:35][CH2:36][c:37]1[cH:38][cH:39][c:40]2[c:45]([cH:46]1)[N:44]([CH2:47][CH2:48][CH2:49][O:50][CH3:51])[C:43](=[O:52])[CH2:42][CH2:41]2.[OH:1][CH:2]1[CH2:3][N:4]([C:28](=[O:29])[O:30][C:31]([CH3:32])([CH3:33])[CH3:34])[CH2:5][CH2:6][CH:7]1[c:8]1[cH:9][cH:10][c:11]([O:14][CH2:15][CH2:16][CH2:17][O:18][CH2:19][c:20]2[c:21]([O:26][CH3:27])[cH:22][cH:23][cH:24][cH:25]2)[cH:12][cH:13]1>>[O:1]([CH:2]1[CH2:3][N:4]([C:28](=[O:29])[O:30][C:31]([CH3:32])([CH3:33])[CH3:34])[CH2:5][CH2:6][CH:7]1[c:8]1[cH:9][cH:10][c:11]([O:14][CH2:15][CH2:16][CH2:17][O:18][CH2:19][c:20]2[c:21]([O:26][CH3:27])[cH:22][cH:23][cH:24][cH:25]2)[cH:12][cH:13]1)[CH2:36][c:37]1[cH:38][cH:39][c:40]2[c:45]([cH:46]1)[N:44]([CH2:47][CH2:48][CH2:49][O:50][CH3:51])[C:43](=[O:52])[CH2:42][CH2:41]2. The reactants are [Si](C1=CC=CC=C1)(C1=CC=CC=C1)(C(C)(C)C)OCCC=1C=C(C=CC1)N1C(N(CC=2C1=NC(=NC2)S(=O)(=O)C)C2=C(C=CC=C2C)Cl)=O (1-[3-(2-(tert-butyldiphenylsilyloxy)ethyl)phenyl]-3-(2-chloro-6-methylphenyl)-3,4-dihydro-7-methanesulfonyl-pyrimido[4,5-d]pyrimidin-2(1H)-one), NC1=CC=CC=C1 (aniline). The solvent is Cl (hydrochloric acid). Run at temperature 180 celsius. The product is [Si](C1=CC=CC=C1)(C1=CC=CC=C1)(C(C)(C)C)OCCC=1C=C(C=CC1)N1C(N(CC=2C1=NC(=NC2)NC2=CC=CC=C2)C2=C(C=CC=C2C)Cl)=O (1-[3-(2-(tert-butyldiphenylsilyloxy)ethyl)phenyl]-7-anilino-3-(2-chloro-6-methylphenyl)-3,4-dihydropyrimido[4,5-d]pyrimidin-2(1H)-one). The yield is 100.0%. Reaction SMILES: [Si:1]([O:18][CH2:19][CH2:20][C:21]1[CH:22]=[C:23]([N:27]2[C:32]3=[N:33][C:34](S(C)(=O)=O)=[N:35][CH:36]=[C:31]3[CH2:30][N:29]([C:41]3[C:46]([CH3:47])=[CH:45][CH:44]=[CH:43][C:42]=3[Cl:48])[C:28]2=[O:49])[CH:24]=[CH:25][CH:26]=1)([C:14]([CH3:17])([CH3:16])[CH3:15])([C:8]1[CH:13]=[CH:12][CH:11]=[CH:10][CH:9]=1)[C:2]1[CH:7]=[CH:6][CH:5]=[CH:4][CH:3]=1.[NH2:50][C:51]1[CH:56]=[CH:55][CH:54]=[CH:53][CH:52]=1>Cl>[Si:1]([O:18][CH2:19][CH2:20][C:21]1[CH:22]=[C:23]([N:27]2[C:32]3=[N:33][C:34]([NH:50][C:51]4[CH:56]=[CH:55][CH:54]=[CH:53][CH:52]=4)=[N:35][CH:36]=[C:31]3[CH2:30][N:29]([C:41]3[C:46]([CH3:47])=[CH:45][CH:44]=[CH:43][C:42]=3[Cl:48])[C:28]2=[O:49])[CH:24]=[CH:25][CH:26]=1)([C:14]([CH3:17])([CH3:16])[CH3:15])([C:8]1[CH:13]=[CH:12][CH:11]=[CH:10][CH:9]=1)[C:2]1[CH:7]=[CH:6][CH:5]=[CH:4][CH:3]=1. Procedure: A mixture of 1.1 g (1.5 mmol) of 1-[3-(2-(tert-butyldiphenylsilyloxy)ethyl)phenyl]-3-(2-chloro-6-methylphenyl)-3,4-dihydro-7-methanesulfonyl-pyrimido[4,5-d]pyrimidin-2(1H)-one and 3 ml of aniline was heated at 180° C. for 20 minutes. The mixture was cooled and added to 50 ml of 2M aqueous hydrochloric acid. The resulting suspension was filtered and the solid washed with water and dried to give 1.2 g (100%) of 1-[3-(2-(tert-butyldiphenylsilyloxy)ethyl)phenyl]-7-anilino-3-(2-chloro-6-methylphenyl)...